Task: describe an organic reaction: reactants, conditions, products, and yield. Dataset: the Open Reaction Database (ORD), a public repository of structured organic reaction records Reactants: SCc1ccccc1, C1CCOC1, NC(=O)c1cc(Cl)ccc1F, [H-], [Na+]. Yields the product NC(=O)c1cc(Cl)ccc1SCc1ccccc1. As a reaction SMILES: [CH2:1]([c:2]1[cH:3][cH:4][cH:5][cH:6][cH:7]1)[SH:8].[CH2:22]1[O:23][CH2:24][CH2:25][CH2:26]1.[Cl:11][c:12]1[cH:13][cH:14][c:15]([F:21])[c:16]([C:17](=[O:18])[NH2:19])[cH:20]1.[H-:9].[Na+:10]>>[CH2:1]([c:2]1[cH:3][cH:4][cH:5][cH:6][cH:7]1)[S:8][c:15]1[cH:14][cH:13][c:12]([Cl:11])[cH:20][c:16]1[C:17](=[O:18])[NH2:19]. Starting materials: O=C1CN(c2cccc(-n3cc(-c4ccc(Cl)cc4Cl)nc3Cc3ccc(Br)cc3)c2)S(=O)(=O)N1, CCCCCC=CB(O)O. Yields the product CCCCCC=Cc1ccc(Cc2nc(-c3ccc(Cl)cc3Cl)cn2-c2cccc(N3CC(=O)NS3(=O)=O)c2)cc1. RXN SMILES: [Br:1][c:2]1[cH:3][cH:4][c:5]([CH2:6][c:7]2[n:8](-[c:20]3[cH:21][c:22]([N:26]4[CH2:27][C:28](=[O:33])[NH:29][S:30]4(=[O:31])=[O:32])[cH:23][cH:24][cH:25]3)[cH:9][c:10](-[c:12]3[c:13]([Cl:19])[cH:14][c:15]([Cl:18])[cH:16][cH:17]3)[n:11]2)[cH:34][cH:35]1.[CH:36](=[CH:37][CH2:38][CH2:39][CH2:40][CH2:41][CH3:42])[B:43]([OH:44])[OH:45]>>[c:2]1([CH:36]=[CH:37][CH2:38][CH2:39][CH2:40][CH2:41][CH3:42])[cH:3][cH:4][c:5]([CH2:6][c:7]2[n:8](-[c:20]3[cH:21][c:22]([N:26]4[CH2:27][C:28](=[O:33])[NH:29][S:30]4(=[O:31])=[O:32])[cH:23][cH:24][cH:25]3)[cH:9][c:10](-[c:12]3[c:13]([Cl:19])[cH:14][c:15]([Cl:18])[cH:16][cH:17]3)[n:11]2)[cH:34][cH:35]1. Procedure details: Prepared from (3-amino-2′-fluoro-biphenyl-4-yl)-carbamic acid tert.-butyl ester (Example G37) (151 mg, 0.5 mmol) and 3-[3-(3-methyl-isoxazol-5-yl)-phenyl]-3-oxo-propionic acid tert.-butyl ester (Example H14) (190 mg, 0.63 mmol) according to the general procedure K. Obtained as a white solid (213 mg). As a reaction SMILES: [C:1]([O:5][C:6](=[O:22])[NH:7][C:8]1[CH:13]=[CH:12][C:11]([C:14]2[CH:19]=[CH:18][CH:17]=[CH:16][C:15]=2[F:20])=[CH:10][C:9]=1[NH2:21])([CH3:4])([CH3:3])[CH3:2].C([O:27][C:28](=O)[CH2:29][C:30]([C:32]1[CH:37]=[CH:36][CH:35]=[C:34]([C:38]2[O:42][N:41]=[C:40]([CH3:43])[CH:39]=2)[CH:33]=1)=[O:31])(C)(C)C>>[C:1]([O:5][C:6](=[O:22])[NH:7][C:8]1[CH:13]=[CH:12][C:11]([C:14]2[CH:19]=[CH:18][CH:17]=[CH:16][C:15]=2[F:20])=[CH:10][C:9]=1[NH:21][C:28](=[O:27])[CH2:29][C:30]([C:32]1[CH:37]=[CH:36][CH:35]=[C:34]([C:38]2[O:42][N:41]=[C:40]([CH3:43])[CH:39]=2)[CH:33]=1)=[O:31])([CH3:4])([CH3:2])[CH3:3]. The yield is 80.4%. The product is C(C)(C)(C)OC(NC1=C(C=C(C=C1)C1=C(C=CC=C1)F)NC(CC(=O)C1=CC(=CC=C1)C1=CC(=NO1)C)=O)=O ((2′-Fluoro-3-{3-[3-(3-methyl-isoxazol-5-yl)-phenyl]-3-oxo-propionylamino}-biphenyl-4-yl)-carbamic acid tert.-butyl ester). The reactants are C(C)(C)(C)OC(NC1=C(C=C(C=C1)C1=C(C=CC=C1)F)N)=O ((3-amino-2′-fluoro-biphenyl-4-yl)-carbamic acid tert.-butyl ester), C(C)(C)(C)OC(CC(=O)C1=CC(=CC=C1)C1=CC(=NO1)C)=O (3-[3-(3-methyl-isoxazol-5-yl)-phenyl]-3-oxo-propionic acid tert.-butyl ester). Starting materials: FC=1C=CC(=C(C1)CS(=O)(=O)C1=CC=CC2=CC=CC=C12)[N+](=O)[O-] (1-(5-fluoro-2-nitro-phenylmethanesulfonyl)-naphthalene), C(CO)O (ethylene glycol), C1CCOC1 (THF). Solvent: CC(C)([O-])C.[K+] (potassium tert-butoxide). The product is C1(=CC=CC2=CC=CC=C12)S(=O)(=O)CC=1C=C(OCCO)C=CC1[N+](=O)[O-] (2-[3-(naphthalene-1-sulfonylmethyl)-4-nitro-phenoxy]-ethanol). Isolated yield 87.3%. RXN SMILES: F[C:2]1[CH:3]=[CH:4][C:5]([N+:22]([O-:24])=[O:23])=[C:6]([CH2:8][S:9]([C:12]2[C:21]3[C:16](=[CH:17][CH:18]=[CH:19][CH:20]=3)[CH:15]=[CH:14][CH:13]=2)(=[O:11])=[O:10])[CH:7]=1.[CH2:25]([OH:28])[CH2:26][OH:27].C1COCC1>CC(C)([O-])C.[K+]>[C:12]1([S:9]([CH2:8][C:6]2[CH:7]=[C:2]([CH:3]=[CH:4][C:5]=2[N+:22]([O-:24])=[O:23])[O:27][CH2:26][CH2:25][OH:28])(=[O:11])=[O:10])[C:21]2[C:16](=[CH:17][CH:18]=[CH:19][CH:20]=2)[CH:15]=[CH:14][CH:13]=1 |f:3.4|. Procedure details: A mixture of 1-(5-fluoro-2-nitro-phenylmethanesulfonyl)-naphthalene (14.6 g, 42.3 mmol) and ethylene glycol (35 mL, 630 mmol) in 1.0 N potassium tert-butoxide in THF (90 mL, 90 mmol) was refluxed under nitrogen for one hour. After cooling to ambient temperature, the reaction mixture was concentrated. Excess water was added to the residue, and the mixture was poured into ice/2N hydrochloric acid. It was extracted with ethyl acetate and washed with water and brine. It was then dried with anhydrous...